This data is from the Open Reaction Database (ORD), a public repository of structured organic reaction records. The task is: describe an organic reaction: reactants, conditions, products, and yield Reactants: O=[N+]([O-])c1cc(Br)ccc1F, N#CCC(N)=O, CN(C)C=O, Cl, [H-], [Na+]. Yields the product N#CC(C(N)=O)c1ccc(Br)cc1[N+](=O)[O-]. RXN SMILES: [Br:9][c:10]1[cH:11][cH:12][c:13]([F:19])[c:14]([N+:16](=[O:17])[O-:18])[cH:15]1.[C:1](#[N:2])[CH2:3][C:4](=[O:5])[NH2:6].[CH3:21][N:22]([CH3:23])[CH:24]=[O:25].[ClH:20].[H-:7].[Na+:8]>>[C:1](#[N:2])[CH:3]([C:4](=[O:5])[NH2:6])[c:13]1[cH:12][cH:11][c:10]([Br:9])[cH:15][c:14]1[N+:16](=[O:17])[O-:18]. The reactants are CSC1=NC2(CC(C)(c3ccccc3)Oc3ccc(Br)cc32)C(=O)N1C, CCO, N. Product: CN1C(=O)C2(CC(C)(c3ccccc3)Oc3ccc(Br)cc32)N=C1N. As a reaction SMILES: [Br:1][c:2]1[cH:3][c:4]2[c:9]([cH:10][cH:11]1)[O:8][C:7]([c:12]1[cH:13][cH:14][cH:15][cH:16][cH:17]1)([CH3:18])[CH2:6][C:5]21[N:19]=[C:20]([S:25][CH3:26])[N:21]([CH3:24])[C:22]1=[O:23].[CH3:28][CH2:29][OH:30].[NH3:27]>>[Br:1][c:2]1[cH:3][c:4]2[c:9]([cH:10][cH:11]1)[O:8][C:7]([c:12]1[cH:13][cH:14][cH:15][cH:16][cH:17]1)([CH3:18])[CH2:6][C:5]21[N:19]=[C:20]([NH2:27])[N:21]([CH3:24])[C:22]1=[O:23].